This data is from the Open Reaction Database (ORD), a public repository of structured organic reaction records. The task is: describe an organic reaction: reactants, conditions, products, and yield Reactants: ClCc1ccccc1, [Na+], [OH-], O, OCCO. The product is OCCOCc1ccccc1. Reaction SMILES: [Cl:7][CH2:8][c:9]1[cH:10][cH:11][cH:12][cH:13][cH:14]1.[Na+:6].[OH-:5].[OH2:15].[OH:1][CH2:2][CH2:3][OH:4]>>[O:1]([CH2:2][CH2:3][OH:4])[CH2:8][c:9]1[cH:10][cH:11][cH:12][cH:13][cH:14]1. The reactants are P(=O)(Cl)(Cl)Cl (phosphorus oxychloride), C(C1=CC=CC=C1)N1C(NC(CC1=O)=O)=O (3-benzylpyrimidine-2,4,6(1H,3H)-trione), ice water. Solvent: C(C)O (ethanol). Run at time 90 minute. Yields the product C(C1=CC=CC=C1)N1C(NC(=CC1=O)Cl)=O (3-benzyl-6-chloropyrimidine-2,4(1H,3H)-dione). RXN SMILES: P(Cl)(Cl)([Cl:3])=O.[CH2:6]([N:13]1[C:18](=[O:19])[CH2:17][C:16](=O)[NH:15][C:14]1=[O:21])[C:7]1[CH:12]=[CH:11][CH:10]=[CH:9][CH:8]=1>C(O)C>[CH2:6]([N:13]1[C:18](=[O:19])[CH:17]=[C:16]([Cl:3])[NH:15][C:14]1=[O:21])[C:7]1[CH:12]=[CH:11][CH:10]=[CH:9][CH:8]=1. Procedure details: To 16.8 ml of 50% ethanol, 78.7 ml (844 mmol) of phosphorus oxychloride was added dropwise, with stirring under ice cooling conditions. To this solution, 20.62 g (94.5 mmol) of 3-benzylpyrimidine-2,4,6(1H,3H)-trione was added portionwise. This mixture was stirred at 50° C. for 30 minutes and then at 100° C. for 90 minutes. After cooling, the reaction mixture was poured into ice water and stirred for 1 hour. The resulting precipitate was collected by filtration, washed with water and n-hexane and... The reactants are CCOC(=O)C(Cc1ccc(OCCCCOc2ccc(Oc3ccccc3)cc2)cc1)OC, [Li+], [OH-]. Product: COC(Cc1ccc(OCCCCOc2ccc(Oc3ccccc3)cc2)cc1)C(=O)O. As a reaction SMILES: [CH2:1]([CH3:2])[O:3][C:4]([CH:5]([CH2:6][c:7]1[cH:8][cH:9][c:10]([O:13][CH2:14][CH2:15][CH2:16][CH2:17][O:18][c:19]2[cH:20][cH:21][c:22]([O:25][c:26]3[cH:27][cH:28][cH:29][cH:30][cH:31]3)[cH:23][cH:24]2)[cH:11][cH:12]1)[O:32][CH3:33])=[O:34].[Li+:36].[OH-:35]>>[O:3]=[C:4]([CH:5]([CH2:6][c:7]1[cH:8][cH:9][c:10]([O:13][CH2:14][CH2:15][CH2:16][CH2:17][O:18][c:19]2[cH:20][cH:21][c:22]([O:25][c:26]3[cH:27][cH:28][cH:29][cH:30][cH:31]3)[cH:23][cH:24]2)[cH:11][cH:12]1)[O:32][CH3:33])[OH:34]. The reactants are O=C(O)c1cccc(OCCc2ccc(Cl)cc2Cl)c1, CN(C)C=O, c1cc(CN2CCNCC2)ccn1. The product is O=C(c1cccc(OCCc2ccc(Cl)cc2Cl)c1)N1CCN(Cc2ccncc2)CC1. RXN SMILES: [Cl:1][c:2]1[c:3]([CH2:9][CH2:10][O:11][c:12]2[cH:13][c:14]([C:15](=[O:16])[OH:17])[cH:18][cH:19][cH:20]2)[cH:4][cH:5][c:6]([Cl:8])[cH:7]1.[O:34]=[CH:35][N:36]([CH3:37])[CH3:38].[n:21]1[cH:22][cH:23][c:24]([CH2:27][N:28]2[CH2:29][CH2:30][NH:31][CH2:32][CH2:33]2)[cH:25][cH:26]1>>[Cl:1][c:2]1[c:3]([CH2:9][CH2:10][O:11][c:12]2[cH:13][c:14]([C:15](=[O:17])[N:31]3[CH2:30][CH2:29][N:28]([CH2:27][c:24]4[cH:23][cH:22][n:21][cH:26][cH:25]4)[CH2:33][CH2:32]3)[cH:18][cH:19][cH:20]2)[cH:4][cH:5][c:6]([Cl:8])[cH:7]1. RXN SMILES: [BH4-:17].[C:1]([CH3:2])(=[O:3])[c:4]1[c:5]([O:15][CH3:16])[cH:6][cH:7][c:8]2[cH:9][c:10]([Br:14])[cH:11][cH:12][c:13]12.[CH3:20][OH:21].[Na+:18].[OH2:19]>>[CH:1]([CH3:2])([OH:3])[c:4]1[c:5]([O:15][CH3:16])[cH:6][cH:7][c:8]2[cH:9][c:10]([Br:14])[cH:11][cH:12][c:13]12. The reactants are [BH4-], COc1ccc2cc(Br)ccc2c1C(C)=O, CO, [Na+], O. The product is COc1ccc2cc(Br)ccc2c1C(C)O. Starting materials: COC=1C=C(C=CC1CN1N=NC=C1)C=1OC2=C(N1)C=CC=C2 (2-[3-methoxy-4-(1H-1,2,3-triazol-1-ylmethyl)phenyl]-1,3-benzoxazole), BrCC1=C(C=C(C=C1)C=1OC2=C(N1)C=CC=C2)OC (2-[4-(bromomethyl)-3-methoxyphenyl]-1,3-benzoxazole), N1C=NC(=C1)C(=O)OC (methyl 4-imidazole carboxylate). Product: O1C(=NC2=C1C=CC=C2)C2=CC(=C(CN1C=NC=C1C(=O)OC)C=C2)OC (methyl 1-[4-(1,3-benzoxazol-2-yl)-2-methoxybenzyl]-1H-imidazole-5-carboxylate), O1C(=NC2=C1C=CC=C2)C2=CC(=C(CN1C=NC(=C1)C(=O)OC)C=C2)OC (methyl 1-[4-(1,3-benzoxazol-2-yl)-2-methoxybenzyl]-1H-imidazole-4-carboxylate). Reaction SMILES: [CH3:1][O:2][C:3]1[CH:4]=[C:5]([C:15]2[O:16][C:17]3[CH:23]=[CH:22][CH:21]=[CH:20][C:18]=3[N:19]=2)[CH:6]=[CH:7][C:8]=1[CH2:9]N1C=CN=N1.Br[CH2:25][C:26]1[CH:31]=[CH:30][C:29]([C:32]2[O:33][C:34]3[CH:40]=[CH:39][CH:38]=[CH:37][C:35]=3[N:36]=2)=[CH:28][C:27]=1[O:41][CH3:42].[NH:43]1[CH:47]=[C:46]([C:48]([O:50][CH3:51])=[O:49])[N:45]=[CH:44]1>>[O:33]1[C:34]2[CH:40]=[CH:39][CH:38]=[CH:37][C:35]=2[N:36]=[C:32]1[C:29]1[CH:30]=[CH:31][C:26]([CH2:25][N:45]2[C:46]([C:48]([O:50][CH3:51])=[O:49])=[CH:47][N:43]=[CH:44]2)=[C:27]([O:41][CH3:42])[CH:28]=1.[O:16]1[C:17]2[CH:23]=[CH:22][CH:21]=[CH:20][C:18]=2[N:19]=[C:15]1[C:5]1[CH:6]=[CH:7][C:8]([CH2:9][N:43]2[CH:47]=[C:46]([C:48]([O:50][CH3:51])=[O:49])[N:45]=[CH:44]2)=[C:3]([O:2][CH3:1])[CH:4]=1. Procedure details: Utilizing the general procedure outlined for 2-[3-methoxy-4-(1H-1,2,3-triazol-1-ylmethyl)phenyl]-1,3-benzoxazole, reaction of 2-[4-(bromomethyl)-3-methoxyphenyl]-1,3-benzoxazole (300 mg, 1.0 mmol) and methyl 4-imidazole carboxylate (126 mg, 1.0 mmol) afforded methyl 1-[4-(1,3-benzoxazol-2-yl)-2-methoxybenzyl]-1H-imidazole-5-carboxylate and methyl 1-[4-(1,3-benzoxazol-2-yl)-2-methoxybenzyl]-1H-imidazole-4-carboxylate as colorless solids. Methyl 1-[4-(1,3-benzoxazol-2-yl)-2-methoxybenzyl]-1H-imida... The reactants are [N+](=O)([O-])C1=C(C=CC(=C1)[N+](=O)[O-])[O-].N[N+]1=CC2=C(C=C1)OCC2 (5-amino-2,3-dihydrofuro[3,2-c]pyridin-5-ium 2,4-dinitrobenzenolate), C([O-])([O-])=O.[K+].[K+] (potassium carbonate), C(C#C)(=O)OCC (ethyl propiolate). Run in O (water), CN(C=O)C (dimethylformamide). Conditions: time 20 hour. Product: C=1(C=NN2C1C1=C(C=C2)OCC1)C(=O)OCC (ethyl 8,9-dihydrofuro[3,2-c]pyrazolo[1,5-a]pyridine-1-carboxylate). Isolated yield 16.9%. Reaction SMILES: [N+](C1C=C([N+]([O-])=O)C=CC=1[O-])([O-])=O.[NH2:14][N+:15]1[CH:20]=[CH:19][C:18]2[O:21][CH2:22][CH2:23][C:17]=2[CH:16]=1.C(=O)([O-])[O-].[K+].[K+].[C:30]([O:34][CH2:35][CH3:36])(=[O:33])[C:31]#[CH:32]>CN(C)C=O.O>[C:31]1([C:30]([O:34][CH2:35][CH3:36])=[O:33])[CH:32]=[N:14][N:15]2[CH:20]=[CH:19][C:18]3[O:21][CH2:22][CH2:23][C:17]=3[C:16]=12 |f:0.1,2.3.4|. Procedure: To a mixture of 5-amino-2,3-dihydrofuro[3,2-c]pyridin-5-ium 2,4-dinitrobenzenolate (8.00 g, 25.0 mmol) and potassium carbonate (4.84 g, 35.0 mmol) in dimethylformamide (100 mL) was added ethyl propiolate (2.80 mL, 27.6 mmol) under ice-cooling, and the mixture was stirred at room temperature for 20 hr. The reaction solution was diluted with water and extracted with ethyl acetate. The extract was dried over anhydrous sodium sulfate. The solvent was evaporated under reduced pressure and the residue... The reactants are C(C)OC(C)OC1=C(C=CC=C1)O (o-(1-ethoxyethoxy)-phenol), C(=C)OCC (ethyl vinyl ether). Product: C=1(O)C(O)=CC=CC1.C(C)OCCOCCOCC (Pyrocatechol bis-[(1-ethoxy)-ethyl]-ether). As a reaction SMILES: C(O[CH:4]([O:6][C:7]1[CH:12]=[CH:11][CH:10]=[CH:9][C:8]=1[OH:13])[CH3:5])C.[CH:14]([O:16][CH2:17][CH3:18])=[CH2:15]>>[C:7]1([C:8](=[CH:9][CH:10]=[CH:11][CH:12]=1)[OH:13])[OH:6].[CH2:14]([O:16][CH2:17][CH2:18][O:13][CH2:8][CH2:7][O:6][CH2:4][CH3:5])[CH3:15] |f:2.3|. Procedure details: The method of (a) is employed, except that 300 parts by weight of ethyl vinyl ether is used instead of 150 parts by weight. 248 parts by weight of a colorless oil is obtained having a boiling point of 97° to 102° C. at 0.3 mm. Starting materials: COC1=CC=C(C=C1)NS(=O)(=O)C1=CC=C(C2=CC=CC=C12)N1C(C2=CC=CC=C2C1=O)=O (4-(1,3-dioxo-1,3-dihydro-isoindol-2-yl)-naphthalene-1-sulfonic acid (4-methoxyphenyl)-amide), COC1=CC=C(C=C1)N (p-anisidine), C(C)(C)(C)OC(=O)N1CCC(CC1)NS(=O)(=O)C1=CC=C(C2=CC=CC=C12)N1C(C2=CC=CC=C2C1=O)=O (4-[4-(1,3-dioxo-1,3-dihydro-isoindol-2-yl)-naphthalene-1-sulfonylamino]-piperidine-1-carboxylic acid tert-butyl ester). Yields the product C(C)(C)(C)OC(=O)N1CCC(CC1)NS(=O)(=O)C1=CC=C(C2=CC=CC=C12)N1C(C2=CC=CC=C2C1=O)=O (4-[4-(1,3-Dioxo-1,3-dihydro-isoindol-2-yl)-naphthalene-1-sulfonylamino]-piperidine-1-carboxylic acid tert-butyl ester), C(C)(C)(C)OC(=O)N1CCC(CC1)NS(=O)(=O)C1=CC=C(C2=CC=CC=C12)N (4-(4-Amino-naphthalene-1-sulfonylamino)-piperidine-1-carboxylic acid tert-butyl ester). As a reaction SMILES: COC1C=CC(N)=CC=1.[C:10]([O:14][C:15]([N:17]1[CH2:22][CH2:21][CH:20]([NH:23][S:24]([C:27]2[C:36]3[C:31](=[CH:32][CH:33]=[CH:34][CH:35]=3)[C:30]([N:37]3[C:45](=[O:46])[C:44]4[C:39](=[CH:40][CH:41]=[CH:42][CH:43]=4)[C:38]3=[O:47])=[CH:29][CH:28]=2)(=[O:26])=[O:25])[CH2:19][CH2:18]1)=[O:16])([CH3:13])([CH3:12])[CH3:11].COC1C=CC(NS(C2C3C(=CC=CC=3)C(N3C(=O)C4C(=CC=CC=4)C3=O)=CC=2)(=O)=O)=CC=1>>[C:10]([O:14][C:15]([N:17]1[CH2:18][CH2:19][CH:20]([NH:23][S:24]([C:27]2[C:36]3[C:31](=[CH:32][CH:33]=[CH:34][CH:35]=3)[C:30]([N:37]3[C:45](=[O:46])[C:44]4[C:39](=[CH:40][CH:41]=[CH:42][CH:43]=4)[C:38]3=[O:47])=[CH:29][CH:28]=2)(=[O:25])=[O:26])[CH2:21][CH2:22]1)=[O:16])([CH3:13])([CH3:11])[CH3:12].[C:10]([O:14][C:15]([N:17]1[CH2:22][CH2:21][CH:20]([NH:23][S:24]([C:27]2[C:36]3[C:31](=[CH:32][CH:33]=[CH:34][CH:35]=3)[C:30]([NH2:37])=[CH:29][CH:28]=2)(=[O:26])=[O:25])[CH2:19][CH2:18]1)=[O:16])([CH3:13])([CH3:11])[CH3:12]. Procedure details: 4-[4-(1,3-Dioxo-1,3-dihydro-isoindol-2-yl)-naphthalene-1-sulfonylamino]-piperidine-1-carboxylic acid tert-butyl ester (19) was prepared according to the general procedure in Scheme 3, substituting 4-amino-piperidine-1-carboxylic acid tert-butyl ester for p-anisidine. 4-(4-Amino-naphthalene-1-sulfonylamino)-piperidine-1-carboxylic acid tert-butyl ester (20) was prepared according to the general procedure in Scheme 3 substituting 4-[4-(1,3-dioxo-1,3-dihydro-isoindol-2-yl)-naphthalene-1-sulfonylami...